This data is from the Open Reaction Database (ORD), a public repository of structured organic reaction records. The task is: describe an organic reaction: reactants, conditions, products, and yield Reactants: CC(C)C[Al+]CC(C)C, C1CCOC1, Cc1ccccc1, O=C(Nc1ccc(Cl)c(C(=O)O)c1)c1cccc(C(F)(F)F)c1, [H-]. Product: O=C(Nc1ccc(Cl)c(CO)c1)c1cccc(C(F)(F)F)c1. As a reaction SMILES: [CH2:25]([Al+:26][CH2:27][CH:28]([CH3:29])[CH3:30])[CH:31]([CH3:32])[CH3:33].[CH2:41]1[O:42][CH2:43][CH2:44][CH2:45]1.[CH3:34][c:35]1[cH:36][cH:37][cH:38][cH:39][cH:40]1.[F:1][C:2]([c:3]1[cH:4][c:5]([C:6](=[O:7])[NH:8][c:9]2[cH:10][cH:11][c:12]([Cl:18])[c:13]([C:14](=[O:15])[OH:16])[cH:17]2)[cH:19][cH:20][cH:21]1)([F:22])[F:23].[H-:24]>>[F:1][C:2]([c:3]1[cH:4][c:5]([C:6](=[O:7])[NH:8][c:9]2[cH:10][cH:11][c:12]([Cl:18])[c:13]([CH2:14][OH:15])[cH:17]2)[cH:19][cH:20][cH:21]1)([F:22])[F:23]. The product is NC1=CC(=C(C(=O)NCCN(CC)CC)C=C1Cl)OCC(=O)N1CCCC1 (4-Amino-5-chloro-N-[2-(diethylamino)ethyl]-2-[2-(1-pyrrolidinyl)-2-oxoethoxy]benzamide). Starting materials: NC1=CC(=C(C(=O)NCCN(CC)CC)C=C1Cl)OCC(=O)OC (4-Amino-5-chloro-N-[2-(diethylamino)ethyl]-2-(2-methoxy-2-oxoethoxy)benzamide), N1CCCC1 (pyrrolidine). Reported procedure: A solution of 4-amino-5-chloro-N-[2-(diethylamino)ethyl]-2-(2-methoxy-2-oxoethoxy)benzamide (1.07 g, 3 mmoles) (prepared in Example 15) in methanol (10 ml) and pyrrolidine (0.952 g, 23 mmoles) was refluxed overnight. The solvent was evaporated and the residue was chromatographed over deactivated silica using methylene chloride (100), methanol (2.5), ammonia (0.5) solvent system. The appropriate fractions were combined, the solvent evaporated and the residue crystallized from 2-propanol and recry... As a reaction SMILES: [NH2:1][C:2]1[C:17]([Cl:18])=[CH:16][C:5]([C:6]([NH:8][CH2:9][CH2:10][N:11]([CH2:14][CH3:15])[CH2:12][CH3:13])=[O:7])=[C:4]([O:19][CH2:20][C:21]([O:23]C)=O)[CH:3]=1.[NH:25]1[CH2:29][CH2:28][CH2:27][CH2:26]1>CO>[NH2:1][C:2]1[C:17]([Cl:18])=[CH:16][C:5]([C:6]([NH:8][CH2:9][CH2:10][N:11]([CH2:12][CH3:13])[CH2:14][CH3:15])=[O:7])=[C:4]([O:19][CH2:20][C:21]([N:25]2[CH2:29][CH2:28][CH2:27][CH2:26]2)=[O:23])[CH:3]=1. The yield is 72.2%. Run in CO (methanol). Reactants: ClC1=C2C=C(NC2=CC=C1C#N)C (4-chloro-2-methyl-1H-indole-5-carbonitrile), ClCC1=NOC(=N1)C1=CC(=CC=C1)C(F)(F)F (3-(chloromethyl)-5-[3-(trifluoromethyl)phenyl]-1,2,4-oxadiazole). The product is ClC1=C2C=C(N(C2=CC=C1C#N)CC1=NOC(=N1)C1=CC(=CC=C1)C(F)(F)F)C (4-Chloro-2-methyl-1-({5-[3-(trifluoromethyl)phenyl]-1,2,4-oxadiazol-3-yl}methyl)-1H-indole-5-carbonitrile). RXN SMILES: [Cl:1][C:2]1[C:10]([C:11]#[N:12])=[CH:9][CH:8]=[C:7]2[C:3]=1[CH:4]=[C:5]([CH3:13])[NH:6]2.Cl[CH2:15][C:16]1[N:20]=[C:19]([C:21]2[CH:26]=[CH:25][CH:24]=[C:23]([C:27]([F:30])([F:29])[F:28])[CH:22]=2)[O:18][N:17]=1>>[Cl:1][C:2]1[C:10]([C:11]#[N:12])=[CH:9][CH:8]=[C:7]2[C:3]=1[CH:4]=[C:5]([CH3:13])[N:6]2[CH2:15][C:16]1[N:20]=[C:19]([C:21]2[CH:26]=[CH:25][CH:24]=[C:23]([C:27]([F:30])([F:28])[F:29])[CH:22]=2)[O:18][N:17]=1. Reported procedure: Synthesized as described in Example 4 from 4-chloro-2-methyl-1H-indole-5-carbonitrile and 3-(chloromethyl)-5-[3-(trifluoromethyl)phenyl]-1,2,4-oxadiazole: 1H NMR (400 MHz, DMSO-d6) δ 8.31 (d, J=7.9 Hz, 1 H), 8.24 (s, 1 H), 8.06 (d, J=7.6 Hz, 1 H), 7.94 (d, J=1.1 Hz, 1 H), 7.87-7.79 (m, 2 H), 7.59 (dd, J=8.5, 1.5 Hz, 1 H), 5.85 (s, 2 H), 2.47 (s, 3 H); MS (ES) m/z 417 (M+1). The reactants are ClC1=C(CNC=2SC(C(N2)=O)=CC=2N=C3C=C(C=NC3=CC2)C#N)C=CC(=C1)F (6-[2-(2-chloro-4-fluoro-benzylamino)-4-oxo-4H-thiazol-5-ylidenemethyl]-[1,5]naphthyridine-3-carbonitrile), C(=O)(C)O[Na] (AcONa), C(C)(C)OC=1C=CN=C2C=CC(=NC12)C=C1C(N=C(S1)NC1C(C1)C1=CC=CC=C1)=O (5-(8-isopropoxy-[1,5]naphthyridin-2-ylmethylene)-2-(2-phenyl-cyclopropylamino)-thiazol-4-one). Solvent: CC(=O)O (AcOH). Reaction conditions: temperature 100 celsius. Product: ClC1=C(CNC=2SC(C(N2)=O)=CC2=NC3=C(C=CN=C3C=C2)OC(C)C)C=CC(=C1)F (2-(2-chloro-4-fluoro-benzylamino)-5-(8-isopropoxy-[1,5]naphthyridin-2-ylmethylene)-thiazol-4-one). Isolated yield 59.5%. RXN SMILES: [Cl:1][C:2]1[CH:28]=[C:27]([F:29])[CH:26]=[CH:25][C:3]=1[CH2:4][NH:5][C:6]1[S:7][C:8](=[CH:12][C:13]2[N:14]=[C:15]3[C:20](=[CH:21][CH:22]=2)[N:19]=[CH:18][C:17](C#N)=[CH:16]3)[C:9](=[O:11])[N:10]=1.C(O[Na])(C)=O.[CH:35]([O:38]C1C=CN=C2C=1N=C(C=C1SC(NC3CC3C3C=CC=CC=3)=NC1=O)C=C2)([CH3:37])[CH3:36]>CC(O)=O>[Cl:1][C:2]1[CH:28]=[C:27]([F:29])[CH:26]=[CH:25][C:3]=1[CH2:4][NH:5][C:6]1[S:7][C:8](=[CH:12][C:13]2[CH:22]=[CH:21][C:20]3[C:15](=[C:16]([O:38][CH:35]([CH3:37])[CH3:36])[CH:17]=[CH:18][N:19]=3)[N:14]=2)[C:9](=[O:11])[N:10]=1. Procedure details: To a mixture of 2-(2-chloro-4-fluoro-benzylamino)-thiazol-4-one (41.4 mg, 0.16 mmol) (see Example 18), AcONa (160 mg, 1.95 mmol), and 8-isopropoxy-[1,5]naphthyridine-2-carbaldehyde (38.9 mg, 0.18 mmol) (see Example 20) in a sealed tube was added AcOH(0.3 mL). The reaction mixture was heated to 100° C. (oil bath) for 3 hrs. The reaction mixture was then cooled to r.t. and triturated with water. The solid was collected by filtration and washed with water, acetone and ether to give 2-(2-chloro-4-fl... Reactants: ClC=1C=CC=2N(N1)C=C(N2)C(C(=O)OCC)(C)C (ethyl 2-(6-chloroimidazo[1,2-b]pyridazin-2-yl)-2-methylpropionate), ClN1C(CCC1=O)=O (N-chlorosuccinimide), O (water). Solvent: C(C)(=O)OCC (ethyl acetate). The product is ClC1=C(N=C2N1N=C(C=C2)Cl)C(C(=O)OCC)(C)C (ethyl 2-(3,6-dichloroimidazo[1,2-b]pyridazin-2-yl]-2-methylpropionate). Isolated yield 97.5%. Reaction SMILES: [Cl:1][C:2]1[CH:3]=[CH:4][C:5]2[N:6]([CH:8]=[C:9]([C:11]([CH3:18])([CH3:17])[C:12]([O:14][CH2:15][CH3:16])=[O:13])[N:10]=2)[N:7]=1.[Cl:19]N1C(=O)CCC1=O.O>C(OCC)(=O)C>[Cl:19][C:8]1[N:6]2[N:7]=[C:2]([Cl:1])[CH:3]=[CH:4][C:5]2=[N:10][C:9]=1[C:11]([CH3:17])([CH3:18])[C:12]([O:14][CH2:15][CH3:16])=[O:13]. Reported procedure: 4.07 g of ethyl 2-(6-chloroimidazo[1,2-b]pyridazin-2-yl)-2-methylpropionate was suspended in 60 ml of ethyl acetate; 2.13 g of N-chlorosuccinimide was added, followed by thermal refluxing for 4 hours. After cooling, water was added, followed by extraction with ethyl acetate; the extract was washed with saturated saline and dried with magnesium sulfate. The dry product was concentrated under reduced pressure; the residue was subjected to silica gel column chromatography and eluted with hexane:eth... The reactants are OC=1C(=C2CCCC(C2=CC1)=O)[N+](=O)[O-] (6-hydroxy-5-nitro-1-tetralone), N1(C=NC=C1)C[C@H](O)C=1C=NC=CC1 ((R)-2-imidazol-1-yl-1-pyridin-3-yl-ethanol), CCOC(=O)/N=N/C(=O)OCC (diethylazodicarboxylate), C1(=CC=CC=C1)P(C1=CC=CC=C1)C1=CC=CC=C1 (triphenylphospine). Run in C1CCOC1 (THF). Run at time 10 minute. Product: N1(C=NC=C1)C[C@@H](OC=1C(=C2CCCC(C2=CC1)=O)[N+](=O)[O-])C=1C=NC=CC1 (6-((S)-2-Imidazol-1-yl-1-pyridin-3-yl-ethoxy)-5-nitro-3,4-dihydro-2H-naphthalen-1-one). The yield is 95.0%. Reaction SMILES: [OH:1][C:2]1[C:3]([N+:13]([O-:15])=[O:14])=[C:4]2[C:9](=[CH:10][CH:11]=1)[C:8](=[O:12])[CH2:7][CH2:6][CH2:5]2.[N:16]1([CH2:21][C@@H:22]([C:24]2[CH:25]=[N:26][CH:27]=[CH:28][CH:29]=2)O)[CH:20]=[CH:19][N:18]=[CH:17]1.C1(P(C2C=CC=CC=2)C2C=CC=CC=2)C=CC=CC=1.CCOC(/N=N/C(OCC)=O)=O>C1COCC1>[N:16]1([CH2:21][C@H:22]([C:24]2[CH:25]=[N:26][CH:27]=[CH:28][CH:29]=2)[O:1][C:2]2[C:3]([N+:13]([O-:15])=[O:14])=[C:4]3[C:9](=[CH:10][CH:11]=2)[C:8](=[O:12])[CH2:7][CH2:6][CH2:5]3)[CH:20]=[CH:19][N:18]=[CH:17]1. Reported procedure: To a solution of 6-hydroxy-5-nitro-1-tetralone (0.957 g, 4.62 mmol) in dry THF (20 mL) was added (R)-2-imidazol-1-yl-1-pyridin-3-yl-ethanol (0.875 g, 4.62 mmol) followed by triphenylphospine (1.33 g, 5.08 mmol). After approximately 10 min, diethylazodicarboxylate (0.80 mL, 5.08 mmol) was added slowly. The reaction became homogenous. The reaction was allowed to stir at RT overnight. The reaction mixture was concentrated under reduced pressure and the residue was triturated with Et2O to remove som... Reactants: O.NN (Hydrazine hydrate), C(C)(=O)O (acetic acid), O=CC(C#N)C=1SC=CC1 (3-oxo-2-thiophen-2-yl-propionitrile). Solvent: C(C)O (ethanol). Yields the product S1C(=CC=C1)C1=C(NN=C1)N (4-thiophen-2-yl-2H-pyrazol-3-ylamine). As a reaction SMILES: O.[NH2:2][NH2:3].C(O)(=O)C.O=[CH:9][CH:10]([C:13]1[S:14][CH:15]=[CH:16][CH:17]=1)[C:11]#[N:12]>C(O)C>[S:14]1[CH:15]=[CH:16][CH:17]=[C:13]1[C:10]1[CH:9]=[N:3][NH:2][C:11]=1[NH2:12] |f:0.1|. Reported procedure: Hydrazine hydrate [7803-57-8] (4.8 mL, 99.0 mmol) then acetic acid [64-19-7] (5.6 mL, 97.8 mmol) were added to a solution of 3-oxo-2-thiophen-2-yl-propionitrile (7.4 g, 49.0 mmol) in ethanol (100 mL). The solution was then heated to reflux for 2 h. The cooled reaction was evaporated to dryness and the resultant solid triturated in water. Product was isolated by filtration, washed with water, and dried to provide 4-thiophen-2-yl-2H-pyrazol-3-ylamine as 7.1 g of fine off white powder, mp. 183-184°...